Dataset: the Open Reaction Database (ORD), a public repository of structured organic reaction records. Task: describe an organic reaction: reactants, conditions, products, and yield The reactants are CCCCCC(CC)Cc1nc(C)c2c(=O)[nH]c(-c3cc(N)ccc3OCC)nn12, O=S(=O)(Cl)CCCN1CCOCC1, C1CCOC1, c1ccncc1. The product is CCCCCC(CC)Cc1nc(C)c2c(=O)[nH]c(-c3cc(NS(=O)(=O)CCCN4CCOCC4)ccc3OCC)nn12. Reaction SMILES: [NH2:1][c:2]1[cH:3][cH:4][c:5]([O:28][CH2:29][CH3:30])[c:6](-[c:8]2[n:9][n:10]3[c:11]([c:12](=[O:14])[nH:13]2)[c:15]([CH3:27])[n:16][c:17]3[CH2:18][CH:19]([CH2:20][CH2:21][CH2:22][CH2:23][CH3:24])[CH2:25][CH3:26])[cH:7]1.[O:31]1[CH2:32][CH2:33][N:34]([CH2:37][CH2:38][CH2:39][S:40](=[O:41])(=[O:42])[Cl:43])[CH2:35][CH2:36]1.[O:50]1[CH2:51][CH2:52][CH2:53][CH2:54]1.[cH:44]1[cH:45][cH:46][n:47][cH:48][cH:49]1>>[NH:1]([c:2]1[cH:3][cH:4][c:5]([O:28][CH2:29][CH3:30])[c:6](-[c:8]2[n:9][n:10]3[c:11]([c:12](=[O:14])[nH:13]2)[c:15]([CH3:27])[n:16][c:17]3[CH2:18][CH:19]([CH2:20][CH2:21][CH2:22][CH2:23][CH3:24])[CH2:25][CH3:26])[cH:7]1)[S:40]([CH2:39][CH2:38][CH2:37][N:34]1[CH2:33][CH2:32][O:31][CH2:36][CH2:35]1)(=[O:41])=[O:42]. The reactants are CC(C)(C)O, CCN=C=NCCCN(C)C, CN(C)c1ccncc1, CCOC(C)=O, ClCCl, Cl, Cc1ccc(I)cc1C(=O)O. The product is Cc1ccc(I)cc1C(=O)OC(C)(C)C. As a reaction SMILES: [C:24]([CH3:25])([CH3:26])([CH3:27])[OH:28].[CH3:13][N:14]([CH3:15])[CH2:16][CH2:17][CH2:18][N:19]=[C:20]=[N:21][CH2:22][CH3:23].[CH3:29][N:30]([CH3:31])[c:32]1[cH:33][cH:34][n:35][cH:36][cH:37]1.[CH3:41][CH2:42][O:43][C:44](=[O:45])[CH3:46].[Cl:38][CH2:39][Cl:40].[ClH:12].[I:1][c:2]1[cH:3][cH:4][c:5]([CH3:11])[c:6]([C:7](=[O:8])[OH:9])[cH:10]1>>[I:1][c:2]1[cH:3][cH:4][c:5]([CH3:11])[c:6]([C:7]([O:8][C:24]([CH3:25])([CH3:26])[CH3:27])=[O:9])[cH:10]1.